From a dataset of the Open Reaction Database (ORD), a public repository of structured organic reaction records. describe an organic reaction: reactants, conditions, products, and yield Starting materials: F[B-](F)(F)F, CCN(C(C)C)C(C)C, Cc1ccc(-c2nocc2C(=O)O)cc1, Cl, Cc1cc(C2(O)CCNC2)ccc1F, CN(C)C=O, CN(C)C(On1nnc2ccccc21)=[N+](C)C. The product is Cc1ccc(-c2nocc2C(=O)N2CCC(O)(c3ccc(F)c(C)c3)C2)cc1. RXN SMILES: [B-:16]([F:17])([F:18])([F:19])[F:20].[CH2:38]([N:39]([CH:40]([CH3:41])[CH3:42])[CH:43]([CH3:44])[CH3:45])[CH3:46].[CH3:47][c:48]1[cH:49][cH:50][c:51](-[c:54]2[n:55][o:56][cH:57][c:58]2[C:59](=[O:60])[OH:61])[cH:52][cH:53]1.[ClH:1].[F:2][c:3]1[c:4]([CH3:15])[cH:5][c:6]([C:9]2([OH:14])[CH2:10][NH:11][CH2:12][CH2:13]2)[cH:7][cH:8]1.[O:62]=[CH:63][N:64]([CH3:65])[CH3:66].[n:21]1([O:22][C:23]([N:24]([CH3:25])[CH3:26])=[N+:27]([CH3:28])[CH3:29])[c:30]2[cH:31][cH:32][cH:33][cH:34][c:35]2[n:36][n:37]1>>[F:2][c:3]1[c:4]([CH3:15])[cH:5][c:6]([C:9]2([OH:14])[CH2:10][N:11]([C:59]([c:58]3[c:54](-[c:51]4[cH:50][cH:49][c:48]([CH3:47])[cH:53][cH:52]4)[n:55][o:56][cH:57]3)=[O:60])[CH2:12][CH2:13]2)[cH:7][cH:8]1. Starting materials: C(C1=CC=CC=C1)ONC(C(NC(=O)OC(C)(C)C)C1(CCCC1)O)=O (N-(benzyloxy)-N2 -(t-butoxycarbonyl)-α-(1-hydroxycyclopentyl)glycinamide). Run in N1=CC=CC=C1 (pyridine). Conditions: time 1.5 hour. The product is C(C1=CC=CC=C1)ON1C(C(C12CCCC2)NC(=O)OC(C)(C)C)=O (1-(Benzyloxy)-3-[(t-butoxycarbonyl)amino]-2-oxo-1-azaspiro[3.4]octane). The yield is 73.5%. RXN SMILES: [CH2:1]([O:8][NH:9][C:10](=[O:26])[CH:11]([C:20]1(O)[CH2:24][CH2:23][CH2:22][CH2:21]1)[NH:12][C:13]([O:15][C:16]([CH3:19])([CH3:18])[CH3:17])=[O:14])[C:2]1[CH:7]=[CH:6][CH:5]=[CH:4][CH:3]=1>N1C=CC=CC=1>[CH2:1]([O:8][N:9]1[C:20]2([CH2:24][CH2:23][CH2:22][CH2:21]2)[CH:11]([NH:12][C:13]([O:15][C:16]([CH3:19])([CH3:18])[CH3:17])=[O:14])[C:10]1=[O:26])[C:2]1[CH:7]=[CH:6][CH:5]=[CH:4][CH:3]=1. Reported procedure: To a solution of N-(benzyloxy)-N2 -(t-butoxycarbonyl)-α-(1-hydroxycyclopentyl)glycinamide (0.82 g, 2.16 mmole) in 15 ml of pyridine under argon was added pyridine-sulfur trioxide complex (0.47 g, 29.5 mmole). The reaction mixture was heated at 50°-55° C. After 1.5 hours, an additional amount (0.150 g, 0.9 mmole) of pyridine-sulfur trioxide complex was added and the reaction was heated for an additional hour. The reaction mixture was then concentrated in vacuo and azeotroped three times with acet... The reactants are ClC1=NC2=C(C3=NC4=CC=CC(=C4C(N31)=O)F)C=CN2S(=O)(=O)C2=CC=C(C=C2)C (5-Chloro-8-fluoro-3-[(4-methylphenyl)sulfonyl]pyrrolo[2′,3′:4,5]pyrimido[6,1-b]quinazolin-7(3H)-one), C(C)N(C)CC(=O)N1CCC2=CC(=C(C=C12)N)OC (1-{[ethyl(methyl)amino]acetyl}-5-(methyloxy)-2,3-dihydro-1H-indol-6-amine). The solvent is C(C)(=O)OCC (ethyl acetate), C1CCOC1 (THF). Run at temperature 82 celsius, time 8 hour. Product: C(C)N(CC(=O)N1CCC2=CC(=C(C=C12)NC1=NC2=C(C3=NC4=CC=CC(=C4C(N31)=O)F)C=CN2S(=O)(=O)C2=CC=C(C=C2)C)OC)C (5-{[1-(N-ethyl-N-methylglycyl)-5-(methyloxy)-2,3-dihydro-1H-indol-6-yl]amino}-8-fluoro-3-[(4 methylphenyl)sulfonyl]pyrrolo[2′,3′:4,5]pyrimido[6,1-b]quinazolin-7(3H)-one). As a reaction SMILES: Cl[C:2]1[N:15]2[C:6](=[N:7][C:8]3[C:13]([C:14]2=[O:16])=[C:12]([F:17])[CH:11]=[CH:10][CH:9]=3)[C:5]2[CH:18]=[CH:19][N:20]([S:21]([C:24]3[CH:29]=[CH:28][C:27]([CH3:30])=[CH:26][CH:25]=3)(=[O:23])=[O:22])[C:4]=2[N:3]=1.[CH2:31]([N:33]([CH2:35][C:36]([N:38]1[C:46]2[C:41](=[CH:42][C:43]([O:48][CH3:49])=[C:44]([NH2:47])[CH:45]=2)[CH2:40][CH2:39]1)=[O:37])[CH3:34])[CH3:32]>C1COCC1.C(OCC)(=O)C>[CH2:31]([N:33]([CH3:34])[CH2:35][C:36]([N:38]1[C:46]2[C:41](=[CH:42][C:43]([O:48][CH3:49])=[C:44]([NH:47][C:2]3[N:15]4[C:6](=[N:7][C:8]5[C:13]([C:14]4=[O:16])=[C:12]([F:17])[CH:11]=[CH:10][CH:9]=5)[C:5]4[CH:18]=[CH:19][N:20]([S:21]([C:24]5[CH:25]=[CH:26][C:27]([CH3:30])=[CH:28][CH:29]=5)(=[O:23])=[O:22])[C:4]=4[N:3]=3)[CH:45]=2)[CH2:40][CH2:39]1)=[O:37])[CH3:32]. Procedure details: 5-Chloro-8-fluoro-3-[(4-methylphenyl)sulfonyl]pyrrolo[2′,3′:4,5]pyrimido[6,1-b]quinazolin-7(3H)-one (0.6 g, 2.2 mmol) and 1-{[ethyl(methyl)amino]acetyl}-5-(methyloxy)-2,3-dihydro-1H-indol-6-amine (0.8 g, 1.8 mmol) were suspended in 50 ml of THF, the mixture was stirred at 82° C. overnight. The reaction mixture was cooled and diluted with 60 ml of ethyl acetate, and washed with saturated NaHCO3, the organic phase was dried over Na2SO4 and the solvent was removed to yield the 5-{[1-(N-ethyl-N-meth...